From a dataset of the Open Reaction Database (ORD), a public repository of structured organic reaction records. describe an organic reaction: reactants, conditions, products, and yield Reactants: FC1=C(COC=2C=C(C(=O)OC)C=C(C2)O)C=CC=C1 (Methyl 3-(2-fluorobenzyloxy)-5-hydroxybenzoate), [OH-].[Na+] (NaOH), Cl (HCl). The solvent is CO (Methyl alcohol). Yields the product FC1=C(COC=2C=C(C(=O)O)C=C(C2)O)C=CC=C1 (3-(2-fluorobenzyloxy)-5-hydroxybenzoic acid). As a reaction SMILES: [F:1][C:2]1[CH:20]=[CH:19][CH:18]=[CH:17][C:3]=1[CH2:4][O:5][C:6]1[CH:7]=[C:8]([CH:13]=[C:14]([OH:16])[CH:15]=1)[C:9]([O:11]C)=[O:10].[OH-].[Na+].Cl>CO>[F:1][C:2]1[CH:20]=[CH:19][CH:18]=[CH:17][C:3]=1[CH2:4][O:5][C:6]1[CH:7]=[C:8]([CH:13]=[C:14]([OH:16])[CH:15]=1)[C:9]([OH:11])=[O:10] |f:1.2|. Procedure details: Methyl 3-(2-fluorobenzyloxy)-5-hydroxybenzoate (224a), 10 mL of Methyl alcohol and 10 mL of 1N NaOH were stirred at ambient temperature for 4 h, acidified with 1N HCl until neutral and extracted into ethyl acetate. The combined organic extracts were dried over magnesium sulfate, filtered and evaporated. The LC/MS gave a calculated and found (M+H+)=263.